This data is from the Open Reaction Database (ORD), a public repository of structured organic reaction records. The task is: describe an organic reaction: reactants, conditions, products, and yield Product: O[C@@H]1C([C@@H](C1)NC1=NC(=NC=C1C#N)SC)(C)C (4-(((1R,3S)-3-Hydroxy-2,2-dimethylcyclobutyl)amino)-2-(methylthio)pyrimidine-5-carbonitrile). The reactants are N[C@H]1C([C@H](C1)O)(C)C ((1S,3R)-3-amino-2,2-dimethylcyclobutanol), ClC1=NC(=NC=C1C#N)SC (4-chloro-2-(methylthio)pyrimidine-5-carbonitrile), CCN(C(C)C)C(C)C (DIEA). Run in C(C)(C)O (isopropanol). RXN SMILES: [NH2:1][C@@H:2]1[CH2:5][C@H:4]([OH:6])[C:3]1([CH3:8])[CH3:7].Cl[C:10]1[C:15]([C:16]#[N:17])=[CH:14][N:13]=[C:12]([S:18][CH3:19])[N:11]=1.CCN(C(C)C)C(C)C>C(O)(C)C>[OH:6][C@H:4]1[CH2:5][C@@H:2]([NH:1][C:10]2[C:15]([C:16]#[N:17])=[CH:14][N:13]=[C:12]([S:18][CH3:19])[N:11]=2)[C:3]1([CH3:8])[CH3:7]. The yield is 60.3%. Reported procedure: A mixture of (1S,3R)-3-amino-2,2-dimethylcyclobutanol (550 mg crude), 4-chloro-2-(methylthio)pyrimidine-5-carbonitrile (887 mg, 4.78 mmol) and DIEA (1.12 g, 8.7 mmol) in isopropanol (20 mL) was stirred at 85° C. for 3 h. After cooling to room temperature, the reaction mixture was concentrated and the residue was purified by silica gel column chromatography (0.6% MeOH in DCM) to afford the title compound (760 mg, 2.88 mmol, 66.3% yield). MS (ESI) m/z 265.1 [M+1]+. Conditions: temperature 85 celsius, time 3 hour. Reactants: [OH-].[Na+] (sodium hydroxide), BrC1=C(C(=C2N1CCN(C2)C(=O)OC(C)(C)C)C(=O)OCC)C2=CC(=CC=C2)F (2-tert-butyl 8-ethyl 6-bromo-7-(3-fluorophenyl)-3,4-dihydropyrrolo[1,2-a]pyrazine-2,8(1H)-dicarboxylate), S(O)(O)(=O)=O (sulfuric acid). Run in ClCCl (dichloromethane), C(C)O (ethanol). Reaction conditions: temperature 70 celsius. Yields the product C(C)(C)(C)OC(=O)N1CC=2N(CC1)C(=C(C2C(=O)O)C2=CC(=CC=C2)F)Br (2-(tert-butyloxycarbonyl)-6-bromo-7-(3-fluorophenyl)-1,2,3,4-tetrahydropyrrolo[1,2-a]pyrazine-8-carboxylic acid). The yield is 72.8%. RXN SMILES: [Br:1][C:2]1[N:6]2[CH2:7][CH2:8][N:9]([C:11]([O:13][C:14]([CH3:17])([CH3:16])[CH3:15])=[O:12])[CH2:10][C:5]2=[C:4]([C:18]([O:20]CC)=[O:19])[C:3]=1[C:23]1[CH:28]=[CH:27][CH:26]=[C:25]([F:29])[CH:24]=1.[OH-].[Na+].S(=O)(=O)(O)O>C(O)C.ClCCl>[C:14]([O:13][C:11]([N:9]1[CH2:8][CH2:7][N:6]2[C:2]([Br:1])=[C:3]([C:23]3[CH:28]=[CH:27][CH:26]=[C:25]([F:29])[CH:24]=3)[C:4]([C:18]([OH:20])=[O:19])=[C:5]2[CH2:10]1)=[O:12])([CH3:17])([CH3:15])[CH3:16] |f:1.2|. Reported procedure: To a suspension of 2.41 g (5.16 mmol) of 2-tert-butyl 8-ethyl 6-bromo-7-(3-fluorophenyl)-3,4-dihydropyrrolo[1,2-a]pyrazine-2,8(1H)-dicarboxylate in 18 ml of ethanol are added 10.3 ml (10.3 mmol) of 1N sodium hydroxide solution and the mixture is heated at 70° C. for 2 days. The mixture is then taken up in dichloromethane and acidified by addition of 25 ml of aqueous 1N sulfuric acid. The organic phase is separated out and dried over sodium sulfate, and the solvent is evaporated off under reduced... RXN SMILES: [C:1](#[C:2][CH2:3][CH2:4][CH2:5][CH2:6][CH2:7][CH2:8][CH2:9][CH2:10][CH2:11][CH3:12])[c:13]1[cH:14][c:15]([CH2:18][CH:19]([CH2:20][OH:21])[NH:22][C:23](=[O:24])[CH3:25])[s:16][cH:17]1.[CH3:26][CH2:27][OH:28]>>[C:1](#[C:2][CH2:3][CH2:4][CH2:5][CH2:6][CH2:7][CH2:8][CH2:9][CH2:10][CH2:11][CH3:12])[c:13]1[cH:14][c:15]([CH2:18][CH:19]([CH2:20][OH:21])[NH2:22])[s:16][cH:17]1. The product is CCCCCCCCCCC#Cc1csc(CC(N)CO)c1. Starting materials: CCCCCCCCCCC#Cc1csc(CC(CO)NC(C)=O)c1, CCO. Starting materials: BrCC1=NSC=C1 (3-bromomethylisothiazole), C(CN)N (ethylenediamine), S1N=C(C=C1)CNCCN (N-(3-isothiazolylmethyl)ethylenediamine), [N-]=C=S (isothiocyanate). The product is CNC(=S)NCCNCC1=NSC=C1 (N-methyl-N'-[2-(3-isothiazolylmethylamino)ethyl]thiourea). As a reaction SMILES: BrCC1C=[CH:6][S:5]N=1.C(N)[CH2:9][NH2:10].[S:12]1[CH:16]=[CH:15][C:14]([CH2:17][NH:18][CH2:19][CH2:20][NH2:21])=[N:13]1.[N-]=C=S>>[CH3:9][NH:10][C:6]([NH:21][CH2:20][CH2:19][NH:18][CH2:17][C:14]1[CH:15]=[CH:16][S:12][N:13]=1)=[S:5]. Procedure: Reaction of 3-bromomethylisothiazole with ethylenediamine by the procedure of Example 34 and reaction of the resulting N-(3-isothiazolylmethyl)ethylenediamine with methyl (isothiocyanate by the procedure of Example 3(b) and then chromatographing gives N-methyl-N'-[2-(3-isothiazolylmethylamino)ethyl]thiourea. This intermediate is reacted with lead cyanamide by the procedure of Example 3(b) to give N-cyano-N'-[2-(3-isothiazolylmethylamino)ethyl]-N"-mathylguanidine. Hydrolysis of the last prepared ... Starting materials: [Cl-] (chloride), C(CCC#C)(=O)O (pent-4-ynoic acid), ClC=1C=C(C=CC1)NC ((3-chloro-phenyl)-methyl-amine). The solvent is C(Cl)Cl (DCM). Run at temperature 50 celsius, time 1 hour. Product: ClC=1C=C(C=CC1)N(C(CCC#C)=O)C (pent-4-ynoic acid (3-chloro-phenyl)-methyl-amide). Yield: 88.2%. Reaction SMILES: [Cl-].[C:2]([OH:8])(=O)[CH2:3][CH2:4][C:5]#[CH:6].[Cl:9][C:10]1[CH:11]=[C:12]([NH:16][CH3:17])[CH:13]=[CH:14][CH:15]=1>C(Cl)Cl>[Cl:9][C:10]1[CH:11]=[C:12]([N:16]([CH3:17])[C:2](=[O:8])[CH2:3][CH2:4][C:5]#[CH:6])[CH:13]=[CH:14][CH:15]=1. Procedure details: Oxayl chloride (89 μL, 1.02 mmol) was added to a solution of pent-4-ynoic acid (50 mg, 0.51 mmol) in DCM (3 mL). The reaction mixture was stirred at 50° C. for 1 hour, was cooled to 0° C. and was added dropwise to a solution of (3-chloro-phenyl)-methyl-amine (62 μL, 0.51 mmol). The reaction mixture was stirred for 2 hours at room temperature. After evaporation of the solvent, the crude residue was purified by flash chromatography (DCM/MeOH 99:1) to yield 100 mg (0.45 mmol, 88%) of pent-4-ynoic a...